From a dataset of the Open Reaction Database (ORD), a public repository of structured organic reaction records. describe an organic reaction: reactants, conditions, products, and yield The reactants are C(=O)(OC(C)(C)C)N1CCC(CC1)(O)C1=CC=C(C=C1)\C(=C/C(=O)OCC)\C (Ethyl 3-[4-(N-BOC-4-hydroxypiperidin-4-yl)phenyl]crotonate), CO (CH3OH). The reagents and catalysts are [Pd] (Pd/C). Conditions: time 3 hour. Product: C(=O)(OC(C)(C)C)N1C(CC(CC1)C1=CC=C(C=C1)C(CC(=O)OCC)C)O (Ethyl 3-[4-(N-BOC-hydroxypiperidin-4-yl)phenyl]butyrate). Reaction SMILES: [C:1]([N:8]1[CH2:13][CH2:12][C:11]([C:15]2[CH:20]=[CH:19][C:18](/[C:21](/[CH3:28])=[CH:22]\[C:23]([O:25][CH2:26][CH3:27])=[O:24])=[CH:17][CH:16]=2)(O)[CH2:10][CH2:9]1)([O:3][C:4]([CH3:7])([CH3:6])[CH3:5])=[O:2].C[OH:30]>[Pd]>[C:1]([N:8]1[CH2:13][CH2:12][CH:11]([C:15]2[CH:20]=[CH:19][C:18]([CH:21]([CH3:28])[CH2:22][C:23]([O:25][CH2:26][CH3:27])=[O:24])=[CH:17][CH:16]=2)[CH2:10][CH:9]1[OH:30])([O:3][C:4]([CH3:7])([CH3:6])[CH3:5])=[O:2]. Procedure details: A mixture of 12-1 (400 mg, 1.0 mmoles), 10% Pd/C (160 mg), and CH3OH (5 mL) was stirred at ambient temperature under a hydrogen atmosphere for 3.0 hours. The reaction mixture was filtered through a celite pad and the filtrate concentrated to give 12-2 as a yellow oil. Rf 0.33 (silica, 30% EtOAc/hexanes).